This data is from the Open Reaction Database (ORD), a public repository of structured organic reaction records. The task is: describe an organic reaction: reactants, conditions, products, and yield Starting materials: CC(=O)c1ccc(C=CC(=O)O)c(C)c1, CO, O, O=S(=O)(O)O. Product: COC(=O)C=Cc1ccc(C(C)=O)cc1C. RXN SMILES: [C:1]([CH3:2])(=[O:3])[c:4]1[cH:5][c:6]([CH3:15])[c:7]([CH:10]=[CH:11][C:12](=[O:13])[OH:14])[cH:8][cH:9]1.[CH3:22][OH:23].[OH2:21].[S:16](=[O:17])(=[O:18])([OH:19])[OH:20]>>[C:1]([CH3:2])(=[O:3])[c:4]1[cH:5][c:6]([CH3:15])[c:7]([CH:10]=[CH:11][C:12](=[O:13])[O:14][CH3:22])[cH:8][cH:9]1. Starting materials: [N+](=O)([O-])C=1C=C(CBr)C=CC1 (3-nitrobenzylbromide), N1CCCC1 (pyrrolidine). The solvent is C1CCOC1 (THF), C1CCOC1 (THF). Product: [N+](=O)([O-])C=1C=C(CN2CCCC2)C=CC1 (1-(3-nitrobenzyl)pyrrolidine). RXN SMILES: [N+:1]([C:4]1[CH:5]=[C:6]([CH:9]=[CH:10][CH:11]=1)[CH2:7]Br)([O-:3])=[O:2].[NH:12]1[CH2:16][CH2:15][CH2:14][CH2:13]1>C1COCC1>[N+:1]([C:4]1[CH:5]=[C:6]([CH:9]=[CH:10][CH:11]=1)[CH2:7][N:12]1[CH2:16][CH2:15][CH2:14][CH2:13]1)([O-:3])=[O:2]. Procedure details: To a solution of 3-nitrobenzylbromide (3 g, 13.9 mmol) in anhydrous THF (30 ml) was added a solution of pyrrolidine (2.3 ml, 27.8 mmol) in anhydrous THF (10 ml) dropwise with stirring. Following the addition the mixture was stirred at ambient temperature overnight. The reaction mixture was filtered. The filter cake was washed with a small volume of anhydrous THF and the filtrate was concentrated to leave the intermediate 1-(3-nitrobenzyl)pyrrolidine as an oil. This oil was dissolved in methanol ... As a reaction SMILES: [O:1]1[CH:5]=[C:4]([C:6]2[CH:13]=[CH:12][C:9]([C:10]#[N:11])=[CH:8][CH:7]=2)[N:3]=[CH:2]1.C[Si]([N-][Si](C)(C)C)(C)C.[Na+].[I:24]I.C(=O)(O)[O-].[Na+].S([O-])([O-])=O.[Na+].[Na+]>O1CCCC1>[I:24][C:2]1[O:1][CH:5]=[C:4]([C:6]2[CH:7]=[CH:8][C:9]([C:10]#[N:11])=[CH:12][CH:13]=2)[N:3]=1 |f:1.2,4.5,6.7.8|. Yield: 68.4%. The reactants are II (iodine), O1C=NC(=C1)C1=CC=C(C#N)C=C1 (4-(1,3-Oxazol-4-yl)benzonitrile), C[Si](C)(C)[N-][Si](C)(C)C.[Na+] (Sodium bis(trimethylsilyl)amide), C([O-])(O)=O.[Na+] (sodium bicarbonate), S(=O)([O-])[O-].[Na+].[Na+] (sodium sulfite). Procedure details: 4-(1,3-Oxazol-4-yl)benzonitrile (130 mg, 0.76 mmol), prepared in the previous step, was dissolved in tetrahydrofuran (10 mL) and cooled to −78° C. Sodium bis(trimethylsilyl)amide (1M solution in tetrahydrofuran) (0.84 mL, 0.84 mmol) was added dropwise and the mixture was stirred for 30 min. A solution of iodine (0.23 g, 0.91 mmol) in tetrahydrofuran (5 mL) was added dropwise and the mixture was stirred at −78° C. for 1 h. The mixture was poured into a 1:1 mixture of aqueous sodium bicarbonate an... Run in O1CCCC1 (tetrahydrofuran), O1CCCC1 (tetrahydrofuran). Product: IC=1OC=C(N1)C1=CC=C(C#N)C=C1 (4-(2-iodo-1,3-oxazol-4-yl)benzonitrile). Conditions: temperature -78 celsius, time 30 minute. Starting materials: IC1=CC=C(C=C1)C1(CC1)C=O (1-(4-iodophenyl)cyclopropanecarbaldehyde), N1CCOCC1 (morpholine), C(C)(=O)O (acetic acid), [BH3-]C#N.[Na+] (NaBH3CN). Solvent: ClCCCl (1,2-Dichloroethane). Reaction conditions: time 10 minute. Yields the product IC1=CC=C(C=C1)C1(CC1)CN1CCOCC1 (4-{[1-(4-Iodophenyl)cyclopropyl]methyl}morpholine). As a reaction SMILES: [I:1][C:2]1[CH:7]=[CH:6][C:5]([C:8]2([CH:11]=O)[CH2:10][CH2:9]2)=[CH:4][CH:3]=1.[NH:13]1[CH2:18][CH2:17][O:16][CH2:15][CH2:14]1.[BH3-]C#N.[Na+].C(O)(=O)C>ClCCCl>[I:1][C:2]1[CH:3]=[CH:4][C:5]([C:8]2([CH2:11][N:13]3[CH2:18][CH2:17][O:16][CH2:15][CH2:14]3)[CH2:9][CH2:10]2)=[CH:6][CH:7]=1 |f:2.3|. Reported procedure: To a solution of 1-(4-iodophenyl)cyclopropanecarbaldehyde (7 g, 0.025 mol) in 1,2-Dichloroethane (100 mL) is added morpholine (4.5 mL, 0.051 mol) in drops at 0° C. . After 10 min, NaBH3CN (3.2 g, 30 mmol) is added in a portion wise fashion at 0° C. followed by acetic acid (500 μL). The reaction mixture is stirred for another 1 h at same temperature and then at Rt for 10 h. After this time, the reaction mixture is quenched with 10% sodium bicarbonate and extracted with EtOAc. The combined organic... Product: C(#N)C(C(=O)OCC)C1=C(C(=CC=C1)OC1=C(C=CC=C1)C)OC (ethyl 2-cyano-2-[2-methoxy-3-(o-tolyloxy)phenyl]acetate). Yield: 96.5%. RXN SMILES: [O-]CC.[Na+].[Na].[CH3:6][O:7][C:8]1[C:13]([O:14][C:15]2[CH:20]=[CH:19][CH:18]=[CH:17][C:16]=2[CH3:21])=[CH:12][CH:11]=[CH:10][C:9]=1[CH2:22][C:23]#[N:24].[C:25](=O)([O:29]CC)[O:26][CH2:27][CH3:28]>C1(C)C=CC=CC=1.C(O)C>[C:23]([CH:22]([C:9]1[CH:10]=[CH:11][CH:12]=[C:13]([O:14][C:15]2[CH:20]=[CH:19][CH:18]=[CH:17][C:16]=2[CH3:21])[C:8]=1[O:7][CH3:6])[C:25]([O:26][CH2:27][CH3:28])=[O:29])#[N:24] |f:0.1,^1:4|. Reported procedure: A mixture of sodium ethoxide prepared from ethanol (20 ml) and sodium metal (480 mg), 2-[2-methoxy-3-(o-tolyloxy)phenyl]acetonitrile (5 g) and diethyl carbonate (9.4 g) in toluene (50 ml) was treated in a similar manner to that of Example 10-(4) to give oily ethyl 2-cyano-2-[2-methoxy-3-(o-tolyloxy)phenyl]acetate (6.2 g). Starting materials: [O-]CC.[Na+] (sodium ethoxide), [Na] (sodium), COC1=C(C=CC=C1OC1=C(C=CC=C1)C)CC#N (2-[2-methoxy-3-(o-tolyloxy)phenyl]acetonitrile), C(OCC)(OCC)=O (diethyl carbonate). Run in C1(=CC=CC=C1)C (toluene), C(C)O (ethanol). The reactants are CC(C)C[AlH]CC(C)C, CCOC(=O)C=C(C)c1ccc(-c2cc(C(F)(F)F)cc(C(F)(F)F)c2)cc1. Product: CC(=CCO)c1ccc(-c2cc(C(F)(F)F)cc(C(F)(F)F)c2)cc1. Reaction SMILES: [CH3:1][CH:2]([CH2:3][AlH:4][CH2:5][CH:6]([CH3:7])[CH3:8])[CH3:9].[F:10][C:11]([c:12]1[cH:13][c:14](-[c:22]2[cH:23][cH:24][c:25]([C:28](=[CH:29][C:30](=[O:31])[O:32][CH2:33][CH3:34])[CH3:35])[cH:26][cH:27]2)[cH:15][c:16]([C:18]([F:19])([F:20])[F:21])[cH:17]1)([F:36])[F:37]>>[F:10][C:11]([c:12]1[cH:13][c:14](-[c:22]2[cH:23][cH:24][c:25]([C:28](=[CH:29][CH2:30][OH:31])[CH3:35])[cH:26][cH:27]2)[cH:15][c:16]([C:18]([F:19])([F:20])[F:21])[cH:17]1)([F:36])[F:37]. Reactants: Cl.Cl.Cl.NCCCNCCCCNC(C(O)NC(C=CCCCCNC(=N)N)=O)=O (N-[4-(3-aminopropyl)aminobutyl]-2-(7-guanidino-2-heptenamido)-2-hydroxyethanamide trihydrochloride), Cl.CO (hydrogen chloride methanol). The solvent is CO (methanol). Run at time 8 hour. The product is Cl.Cl.Cl.NCCCNCCCCNC(C(OC)NC(C=CCCCCNC(=N)N)=O)=O (N-[4-(3-aminopropyl)aminobutyl]-2-(7-guanidino-2-heptenamido)-2-methoxyethanamide trihydrochloride). The yield is 72.4%. Reaction SMILES: [ClH:1].Cl.Cl.[NH2:4][CH2:5][CH2:6][CH2:7][NH:8][CH2:9][CH2:10][CH2:11][CH2:12][NH:13][C:14](=[O:30])[CH:15]([NH:17][C:18](=[O:29])[CH:19]=[CH:20][CH2:21][CH2:22][CH2:23][CH2:24][NH:25][C:26]([NH2:28])=[NH:27])[OH:16].Cl.[CH3:32]O>CO>[ClH:1].[ClH:1].[ClH:1].[NH2:4][CH2:5][CH2:6][CH2:7][NH:8][CH2:9][CH2:10][CH2:11][CH2:12][NH:13][C:14](=[O:30])[CH:15]([NH:17][C:18](=[O:29])[CH:19]=[CH:20][CH2:21][CH2:22][CH2:23][CH2:24][NH:25][C:26]([NH2:28])=[NH:27])[O:16][CH3:32] |f:0.1.2.3,4.5,7.8.9.10|. Procedure: To a solution of 50.3 mg (0.10 mmole) of N-[4-(3-aminopropyl)aminobutyl]-2-(7-guanidino-2-heptenamido)-2-hydroxyethanamide trihydrochloride in 1 ml of anhydrous methanol was added 0.1 ml of 2N hydrogen chloride-methanol. The mixture was stirred overnight at room temperature and the reaction mixture was concentrated under reduced pressure. The residue was purified in a manner similar to that in Example 7 using CM-Sephadex® C-25 (Na-type) and Sephadex® LH-20 to obtain 37.2 mg (72.4% yield) of N-[4... Reactants: N#Cc1ccc(CBr)cc1, C=CCOC(=O)C(CCCCC(=O)OCC)C(=O)OCC=C, CN(C)C=O, [H-], [Na+], O. The product is C=CCOC(=O)C(CCCCC(=O)OCC)(Cc1ccc(C#N)cc1)C(=O)OCC=C. Reaction SMILES: [Br:25][CH2:26][c:27]1[cH:28][cH:29][c:30]([C:31]#[N:32])[cH:33][cH:34]1.[CH2:3]([CH:4]=[CH2:5])[O:6][C:7](=[O:8])[CH:9]([C:10](=[O:11])[O:12][CH2:13][CH:14]=[CH2:15])[CH2:16][CH2:17][CH2:18][CH2:19][C:20](=[O:21])[O:22][CH2:23][CH3:24].[CH3:36][N:37]([CH3:38])[CH:39]=[O:40].[H-:1].[Na+:2].[OH2:35]>>[CH2:3]([CH:4]=[CH2:5])[O:6][C:7](=[O:8])[C:9]([C:10](=[O:11])[O:12][CH2:13][CH:14]=[CH2:15])([CH2:16][CH2:17][CH2:18][CH2:19][C:20](=[O:21])[O:22][CH2:23][CH3:24])[CH2:26][c:27]1[cH:28][cH:29][c:30]([C:31]#[N:32])[cH:33][cH:34]1.